Task: describe an organic reaction: reactants, conditions, products, and yield. Dataset: the Open Reaction Database (ORD), a public repository of structured organic reaction records Procedure: A solution of 1.77 g of 3-amino-4-furanylpyrazole and 2.46 g of N-[4-[3-(dimethylamino)-1-oxo-2-propenyl]phenyl]-N-methylacetamide in 50 ml of glacial acetic acid was refluxed for 8 hours. Evaporation of the reaction mixture gave a gum which was partitioned between an aqueous saturated sodium bicarbonate solution and methylene chloride. The methylene chloride extract was dried and passed through a short column of hydrous magnesium silicate adsorbent. The eluate was refluxed on a steam bath with ... As a reaction SMILES: [NH2:1][C:2]1[C:6]([C:7]2[O:8][CH:9]=[CH:10][CH:11]=2)=[CH:5][NH:4][N:3]=1.CN(C)[CH:14]=[CH:15][C:16]([C:18]1[CH:23]=[CH:22][C:21]([N:24]([CH3:28])[C:25](=[O:27])[CH3:26])=[CH:20][CH:19]=1)=O.[C:30](O)(=[O:32])C>>[O:32]1[CH:30]=[CH:9][CH:10]=[C:11]1[C:7]([C:6]1[CH:5]=[N:4][N:3]2[C:16]([C:18]3[CH:23]=[CH:22][C:21]([N:24]([CH3:28])[C:25](=[O:27])[CH3:26])=[CH:20][CH:19]=3)=[CH:15][CH:14]=[N:1][C:2]=12)=[O:8]. Reactants: NC1=NNC=C1C=1OC=CC1 (3-amino-4-furanylpyrazole), CN(C=CC(=O)C1=CC=C(C=C1)N(C(C)=O)C)C (N-[4-[3-(dimethylamino)-1-oxo-2-propenyl]phenyl]-N-methylacetamide), C(C)(=O)O (acetic acid). The product is O1C(=CC=C1)C(=O)C=1C=NN2C1N=CC=C2C2=CC=C(C=C2)N(C(C)=O)C (N-[4-[3-(2-Furanylcarbonyl)pyrazolo[1,5-a]pyrimidin-7-yl]phenyl]-N-methylacetamide). The reactants are C(CN)N (Ethylenediamine), C(#N)C=1C=CC2=C(CCC=3C(=NC=CC3)C2=C2CCN(CC2)CC(=O)OCC)C1 (8-cyano-11-(1-ethoxycarbonylmethyl-4-piperidylidene)6,11-dihydro-5H-benzo[5,6]-cyclohepta[1,2-b]pyridine). The solvent is O (water). Conditions: time 3 hour. The product is C(#N)C=1C=CC2=C(CCC=3C(=NC=CC3)C2=C2CCN(CC2)CC(NCCN)=O)C1 (8-cyano-11-[1-(2-aminoethylcarbamoylmethyl)-4-piperidylidene]-6,11-dihydro-5H-benzo[5,6]cyclohepta[1,2-b]pyridine). Yield: 62.0%. As a reaction SMILES: [CH2:1]([NH2:4])[CH2:2][NH2:3].[C:5]([C:7]1[CH:8]=[CH:9][C:10]2[C:20](=[C:21]3[CH2:26][CH2:25][N:24]([CH2:27][C:28]([O:30]CC)=O)[CH2:23][CH2:22]3)[C:15]3=[N:16][CH:17]=[CH:18][CH:19]=[C:14]3[CH2:13][CH2:12][C:11]=2[CH:33]=1)#[N:6]>O>[C:5]([C:7]1[CH:8]=[CH:9][C:10]2[C:20](=[C:21]3[CH2:22][CH2:23][N:24]([CH2:27][C:28](=[O:30])[NH:3][CH2:2][CH2:1][NH2:4])[CH2:25][CH2:26]3)[C:15]3=[N:16][CH:17]=[CH:18][CH:19]=[C:14]3[CH2:13][CH2:12][C:11]=2[CH:33]=1)#[N:6]. Procedure: Ethylenediamine (4 ml) was added to 0.5 g of 8-cyano-11-(1-ethoxycarbonylmethyl-4-piperidylidene)6,11-dihydro-5H-benzo[5,6]-cyclohepta[1,2-b]pyridine, followed by stirring at 70°-80° C. for 3 hours. After the reaction, water was added and the resulting mixture was extracted with ethyl acetate. The extract was dried over anhydrous Na2SO4. The ethyl acetate was distilled off under reduced pressure. The residue was purified by chromatography on a silica gel column and, from relevant fractions elute... Starting materials: CC1C(NC(NC1)=O)=O (5-methyl-5,6-dihydrouracil), C(C)(=O)OC(C)=O (acetic acid anhydride), S(O)(O)(=O)=O (sulfuric acid). Yields the product C(C)(=O)N1C(=O)NC(=O)C(C1)C (1-acetyl-5-methyl-5,6-dihydrouracil). As a reaction SMILES: [CH3:1][CH:2]1[CH2:7][NH:6][C:5](=[O:8])[NH:4][C:3]1=[O:9].[C:10](OC(=O)C)(=[O:12])[CH3:11].S(=O)(=O)(O)O>>[C:10]([N:6]1[CH2:7][CH:2]([CH3:1])[C:3](=[O:9])[NH:4][C:5]1=[O:8])(=[O:12])[CH3:11]. Procedure details: In the manner described in I, 65 gm (0.5 mol) of 5-methyl-5,6-dihydrouracil and 817 gm (8 mols) of acetic acid anhydride and 2 ml of concentrated sulfuric acid were heated to boiling for ten hours with continuous distilling off of the acetic acid produced. The product, isolated after separating of the surplus acetic acid anhydride and purified by recrystallization from isopropanol, had a melting point of 111° C to 113° C. The analysis values were as follows: